Dataset: the Open Reaction Database (ORD), a public repository of structured organic reaction records. Task: describe an organic reaction: reactants, conditions, products, and yield Reaction SMILES: [C:1]([C:4]1[C:5]([OH:25])=[C:6]([CH:22]=[CH:23][CH:24]=1)[NH:7][C:8]([C:10]1[N:14](CC2C=CC=CC=2)[N:13]=[N:12][N:11]=1)=[O:9])(=O)[CH3:2]>C(O)(=O)C.[Pd]>[CH2:1]([C:4]1[C:5]([OH:25])=[C:6]([CH:22]=[CH:23][CH:24]=1)[NH:7][C:8]([C:10]1[NH:14][N:13]=[N:12][N:11]=1)=[O:9])[CH3:2]. The product is C(C)C=1C(=C(NC(=O)C2=NN=NN2)C=CC1)O (3'-ethyl-2'-hydroxytetrazole-5-carboxanilide). Procedure details: A solution of 3'-acetyl-1-benzyl-2'-hydroxy-1H-tetrazole-5-carboxanilide (2.6 g) in glacial acetic acid (100 ml) was hydrogenated at 52° C. and 4.1 kg/cm2 for 6 hours, using a catalyst of palladium on charcoal (5% w/w). The mixture was filtered and the filtrate was evaporated in vacuo to give a solid residue, which was recrystallised by dissolving in hot dimethylformamide (7 ml) and slowly adding a large volume of water (100 ml). The colourless solid which crystallised out was collected and disc... Conditions: time 6 hour. The solvent is C(C)(=O)O (acetic acid). Reactants: C(C)(=O)C=1C(=C(NC(=O)C2=NN=NN2CC2=CC=CC=C2)C=CC1)O (3'-acetyl-1-benzyl-2'-hydroxy-1H-tetrazole-5-carboxanilide). Yield: 16.7%. Reagents/catalysts: [Pd] (palladium on charcoal).